Task: describe an organic reaction: reactants, conditions, products, and yield. Dataset: the Open Reaction Database (ORD), a public repository of structured organic reaction records Reactants: CC(C)=O, CI, Clc1nonc1-c1cccnc1. The product is C[n+]1cccc(-c2nonc2Cl)c1, [I-]. As a reaction SMILES: [CH3:15][C:16](=[O:17])[CH3:18].[CH3:1][I:2].[Cl:3][c:4]1[n:5][o:6][n:7][c:8]1-[c:9]1[cH:10][n:11][cH:12][cH:13][cH:14]1>>[CH3:1][n+:11]1[cH:10][c:9](-[c:8]2[c:4]([Cl:3])[n:5][o:6][n:7]2)[cH:14][cH:13][cH:12]1.[I-:2]. Reactants: NC1=C(C(=O)N(CC)CC)C=C(C=C1)C=1C=NN(C1)CCCO (2-amino-N,N-diethyl-5-[1-(3-hydroxypropyl)-1H-pyrazol-4-yl]benzamide), FC(CN1N=CC(=C1)C1=CC=C(C(=N1)C(NC)=O)NC1=NC(=NC=C1C(F)(F)F)NC1=C(C=C(CP(OCC)(OCC)=O)C=C1)OC)(CO)F (diethyl (4-{[4-({6-[1-(2,2-difluoro-3-hydroxypropyl)-1H-pyrazol-4-yl]-2-(methylcarbamoyl)pyridin-3-yl}amino)-5-(trifluoromethyl)pyrimidin-2-yl]amino}-3-methoxybenzyl)phosphonate), FC(CN1N=CC(=C1)C1=CC=C(C(=N1)C(NC)=O)NC1=NC(=NC=C1C(F)(F)F)NC1=C(C=C(CP(OCC)(OCC)=O)C=C1)OC)(CO)F (diethyl (4-{[4-({6-[1-(2,2-difluoro-3-hydroxypropyl)-1H-pyrazol-4-yl]-2-(methylcarbamoyl)pyridin-3-yl}amino)-5-(trifluoromethyl)pyrimidin-2-yl]amino}-3-methoxybenzyl)phosphonate). Reported procedure: Prepared analogously to Compound 3C using diethyl (4-{[4-({6-[1-(2,2-difluoro-3-hydroxypropyl)-1H-pyrazol-4-yl]-2-(methylcarbamoyl)pyridin-3-yl}amino)-5-(trifluoromethyl)pyrimidin-2-yl]amino}-3-methoxybenzyl)phosphonate (Compound 59B, 388 mg, 0.532 mmol) to afford 348 mg of the title compound (93%). 1H NMR (400 MHz, CD3OD) δ 8.96-9.11 (m, 2H), 8.56 (s, 1H), 8.31 (s, 2H), 7.74 (d, J=9.1 Hz, 1H), 7.10 (s, 1H), 6.94 (d, J=8.1 Hz, 1H), 4.66 (d, J=7.6 Hz, 2H), 3.88 (quin, J=6.9 Hz, 5H), 3.65-3.77 (m,... Reaction SMILES: NC1C=CC(C2C=NN(CCCO)C=2)=CC=1C(N(CC)CC)=O.[F:24][C:25]([F:73])([CH2:71][OH:72])[CH2:26][N:27]1[CH:31]=[C:30]([C:32]2[N:37]=[C:36]([C:38](=[O:41])[NH:39][CH3:40])[C:35]([NH:42][C:43]3[C:48]([C:49]([F:52])([F:51])[F:50])=[CH:47][N:46]=[C:45]([NH:53][C:54]4[CH:68]=[CH:67][C:57]([CH2:58][P:59](=[O:66])([O:63]CC)[O:60][CH2:61][CH3:62])=[CH:56][C:55]=4[O:69][CH3:70])[N:44]=3)=[CH:34][CH:33]=2)[CH:29]=[N:28]1>>[F:73][C:25]([F:24])([CH2:71][OH:72])[CH2:26][N:27]1[CH:31]=[C:30]([C:32]2[N:37]=[C:36]([C:38](=[O:41])[NH:39][CH3:40])[C:35]([NH:42][C:43]3[C:48]([C:49]([F:52])([F:51])[F:50])=[CH:47][N:46]=[C:45]([NH:53][C:54]4[CH:68]=[CH:67][C:57]([CH2:58][P:59](=[O:63])([OH:66])[O:60][CH2:61][CH3:62])=[CH:56][C:55]=4[O:69][CH3:70])[N:44]=3)=[CH:34][CH:33]=2)[CH:29]=[N:28]1. Yield: 93.4%. Yields the product FC(CN1N=CC(=C1)C1=CC=C(C(=N1)C(NC)=O)NC1=NC(=NC=C1C(F)(F)F)NC1=C(C=C(CP(OCC)(O)=O)C=C1)OC)(CO)F (Ethyl hydrogen (4-{[4-({6-[1-(2,2-difluoro-3-hydroxypropyl)-1H-pyrazol-4-yl]-2-(methylcarbamoyl)pyridin-3-yl}amino)-5-(trifluoromethyl)pyrimidin-2-yl]amino}-3-methoxybenzyl)phosphonate). The reactants are C1(=CC=CC=C1)C#CC1=CC=C(CCl)C=C1 (4-(phenylethynyl)-benzyl chloride), C1(CC1)N (cyclopropylamine), C1(CC1)N (cyclopropylamine). Product: Cl.C1(CC1)NCC1=CC=C(C=C1)C#CC1=CC=CC=C1 (N-cyclopropyl-4-(phenylethynyl)-benzylamine hydrochloride). As a reaction SMILES: [C:1]1([C:7]#[C:8][C:9]2[CH:16]=[CH:15][C:12]([CH2:13][Cl:14])=[CH:11][CH:10]=2)[CH:6]=[CH:5][CH:4]=[CH:3][CH:2]=1.[CH:17]1([NH2:20])[CH2:19][CH2:18]1>>[ClH:14].[CH:17]1([NH:20][CH2:13][C:12]2[CH:15]=[CH:16][C:9]([C:8]#[C:7][C:1]3[CH:6]=[CH:5][CH:4]=[CH:3][CH:2]=3)=[CH:10][CH:11]=2)[CH2:19][CH2:18]1 |f:2.3|. Procedure details: A solution of 0.9 g. (4 mmole) of 4-(phenylethynyl)-benzyl chloride in 3 ml. of cyclopropylamine is heated to refluxing for 2 hours and then is allowed to stand at room temperature for several days. Another 1 ml. of cyclopropylamine is added and the solution is heated to refluxing for 4 hours. After evaporation of the excess cyclopropylamine, the residue is triturated with ether and the precipitate removed by filtration. The ethereal filtrate is evaporated and the residual oil dissolved in benze... Starting materials: P(OCC)(OCC)(=O)Cl (Phosphorochloridic acid, diethyl ester), CS(=O)(=O)OCC (methanesulfonic acid, ethyl ester), C1CCOC1 (THF), C(CCC)[Li] (n-butyllithium). The solvent is CCCCCC (hexane). Run at temperature 0 celsius, time 20 minute. Product: C(C)OS(=O)(=O)CP(=O)(OCC)OCC ((Diethoxyphosphoryl)-methanesulfonic acid ethyl ester). Reaction SMILES: [CH3:1][S:2]([O:5][CH2:6][CH3:7])(=[O:4])=[O:3].C1COCC1.C([Li])CCC.[P:18](Cl)(=[O:25])([O:22][CH2:23][CH3:24])[O:19][CH2:20][CH3:21]>CCCCCC>[CH2:6]([O:5][S:2]([CH2:1][P:18]([O:22][CH2:23][CH3:24])([O:19][CH2:20][CH3:21])=[O:25])(=[O:4])=[O:3])[CH3:7]. Procedure details: To a solution of methanesulfonic acid, ethyl ester (11.00 mL, 0.1068 mol) in THF (200.0 mL, 2.466 mol) at −78° C. was added 2.500 M of n-butyllithium in hexane (50.00 mL) over 15 minutes and the mixture was stirred for 20 minutes. Phosphorochloridic acid, diethyl ester (10.0 mL, 0.0694 mol) was added to the mixture at −78° C. The mixture was stirred for 3.5 hours, allowing to warm to 0° C. The reaction was quenched with 5M ammonium chloride in water (100 mL) and the mixture was concentrated in v... Starting materials: CCOC(=O)CBr, C1CCOC1, [H-], Ic1c[nH]cn1, [Na+]. Yields the product CCOC(=O)Cn1cnc(I)c1. As a reaction SMILES: [Br:9][CH2:10][C:11](=[O:12])[O:13][CH2:14][CH3:15].[CH2:16]1[O:17][CH2:18][CH2:19][CH2:20]1.[H-:7].[I:1][c:2]1[n:3][cH:4][nH:5][cH:6]1.[Na+:8]>>[I:1][c:2]1[n:3][cH:4][n:5]([CH2:10][C:11](=[O:12])[O:13][CH2:14][CH3:15])[cH:6]1. Procedure details: (R)-2-(3-oxo-1-tosyl-1,2,3,4-tetrahydropyrazin-2-yl)acetic acid (6 g, 19.33 mmol) was dissolved in anhydrous DMF (100 mL). (R)-(5-Amino-5,6,7,8-tetrahydronaphthalen-2-yl)methanol (3.77 g, 21.27 mmol) and HOBt (Aldrich, 3.14 g, 23.20 mmol) were added followed by EDCI (Aldrich, 4.45 g, 23.20 mmol). The mixture was stirred at RT for 5 h. EtOAc (250 mL) was added and the solution was washed with saturated sodium bicarbonate/brine (2×200 mL), then with 10% HCl/brine (200 mL), then with brine (200 mL)... Product: C1(CC1)NCC=1C=C2CCC[C@H](C2=CC1)NC(C[C@H]1N(C=CNC1=O)S(=O)(=O)C1=CC=C(C)C=C1)=O (N—((R)-6-((cyclopropylamino)methyl)-1,2,3,4-tetrahydronaphthalen-1-yl)-2-((R)-3-oxo-1-tosyl-1,2,3,4-tetrahydropyrazin-2-yl)acetamide). Conditions: time 5 hour. Run in CN(C)C=O (DMF), CCOC(=O)C (EtOAc). Reactants: CCN=C=NCCCN(C)C (EDCI), N[C@H]1C=2C=CC(=CC2CCC1)CO ((R)-(5-Amino-5,6,7,8-tetrahydronaphthalen-2-yl)methanol), C=1C=CC2=C(C1)N=NN2O (HOBt), O=C1[C@H](N(C=CN1)S(=O)(=O)C1=CC=C(C)C=C1)CC(=O)O ((R)-2-(3-oxo-1-tosyl-1,2,3,4-tetrahydropyrazin-2-yl)acetic acid). RXN SMILES: [O:1]=[C:2]1[NH:7][CH:6]=[CH:5][N:4]([S:8]([C:11]2[CH:17]=[CH:16][C:14]([CH3:15])=[CH:13][CH:12]=2)(=[O:10])=[O:9])[C@@H:3]1[CH2:18][C:19]([OH:21])=O.[NH2:22][C@@H:23]1[CH2:32][CH2:31][CH2:30][C:29]2[CH:28]=[C:27]([CH2:33]O)[CH:26]=[CH:25][C:24]1=2.C1C=C[C:38]2N(O)N=[N:41][C:39]=2[CH:40]=1.CCN=C=NCCCN(C)C>CN(C=O)C.CCOC(C)=O>[CH:39]1([NH:41][CH2:33][C:27]2[CH:28]=[C:29]3[C:24](=[CH:25][CH:26]=2)[C@H:23]([NH:22][C:19](=[O:21])[CH2:18][C@@H:3]2[C:2](=[O:1])[NH:7][CH:6]=[CH:5][N:4]2[S:8]([C:11]2[CH:17]=[CH:16][C:14]([CH3:15])=[CH:13][CH:12]=2)(=[O:10])=[O:9])[CH2:32][CH2:31][CH2:30]3)[CH2:40][CH2:38]1. Starting materials: ClC1=NC=C(C(=N1)C#CC1=C(C=CC=C1)C(C(=O)N)(C)C)Cl (2-(2-((2,5-dichloropyrimidin-4-yl)ethynyl)phenyl)-2-methylpropanamide). Reagents/catalysts: O=[Pt]=O (PtO2). Run in CCOC(=O)C (EtOAc), CO (MeOH), CN(C)C=O (DMF). Conditions: time 64 hour. Yields the product ClC1=NC=C(C(=N1)CCC1=C(C=CC=C1)C(C(=O)N)(C)C)Cl (2-(2-(2-(2,5-Dichloropyrimidin-4-yl)ethyl)phenyl)-2-methylpropanamide), solid. The yield is 62.0%. Reaction SMILES: [Cl:1][C:2]1[N:7]=[C:6]([C:8]#[C:9][C:10]2[CH:15]=[CH:14][CH:13]=[CH:12][C:11]=2[C:16]([CH3:21])([CH3:20])[C:17]([NH2:19])=[O:18])[C:5]([Cl:22])=[CH:4][N:3]=1>CO.CN(C=O)C.CCOC(C)=O.O=[Pt]=O>[Cl:1][C:2]1[N:7]=[C:6]([CH2:8][CH2:9][C:10]2[CH:15]=[CH:14][CH:13]=[CH:12][C:11]=2[C:16]([CH3:20])([CH3:21])[C:17]([NH2:19])=[O:18])[C:5]([Cl:22])=[CH:4][N:3]=1. Procedure: A mixture of 2-(2-((2,5-dichloropyrimidin-4-yl)ethynyl)phenyl)-2-methylpropanamide A37 (0.067 g, 0.20 mmol) and PtO2 (0.014 g, 0.060 mmol) in MeOH (3.0 mL) and DMF (3.0 mL) was stirred in an atmosphere of H2 for 64 hours. The mixture was diluted with EtOAc, filtered through Celite and the filtrate solvent was removed in vacuo. The residue was purified by column chromatography (Biotage Isolera, 12 g SiO2, 0-100% EtOAc in petroleum benzine 40-60° C.) to give the title compound A38 as an off-white ...